From a dataset of the Open Reaction Database (ORD), a public repository of structured organic reaction records. describe an organic reaction: reactants, conditions, products, and yield The reactants are CCCNCc1cc(Oc2cccc(NC(=O)OCc3ccccc3)c2)ccc1N, CCO, N#CBr. Yields the product CCCN1Cc2cc(Oc3cccc(NC(=O)OCc4ccccc4)c3)ccc2N=C1N. As a reaction SMILES: [CH2:1]([c:2]1[cH:3][cH:4][cH:5][cH:6][cH:7]1)[O:8][C:9]([NH:10][c:11]1[cH:12][c:13]([O:17][c:18]2[cH:19][c:20]([CH2:25][NH:26][CH2:27][CH2:28][CH3:29])[c:21]([NH2:24])[cH:22][cH:23]2)[cH:14][cH:15][cH:16]1)=[O:30].[CH3:34][CH2:35][OH:36].[N:31]#[C:32][Br:33]>>[CH2:1]([c:2]1[cH:3][cH:4][cH:5][cH:6][cH:7]1)[O:8][C:9]([NH:10][c:11]1[cH:12][c:13]([O:17][c:18]2[cH:19][c:20]3[c:21]([cH:22][cH:23]2)[N:24]=[C:32]([NH2:31])[N:26]([CH2:27][CH2:28][CH3:29])[CH2:25]3)[cH:14][cH:15][cH:16]1)=[O:30].